Dataset: the Open Reaction Database (ORD), a public repository of structured organic reaction records. Task: describe an organic reaction: reactants, conditions, products, and yield Starting materials: C1CCOC1, COB1OC(C)(C)C(C)(C)O1, CC(C)[Mg+], [Cl-], [Cl-], Cc1c(I)cnn1CC(O)CO, Cc1nn(CC(O)CO)cc1I, [NH4+]. The product is Cc1nn(CC(O)CO)cc1B1OC(C)(C)C(C)(C)O1. Reaction SMILES: [CH2:25]1[O:26][CH2:27][CH2:28][CH2:29]1.[CH3:35][O:36][B:37]1[O:38][C:39]([CH3:44])([CH3:45])[C:40]([CH3:42])([CH3:43])[O:41]1.[CH:31]([Mg+:32])([CH3:33])[CH3:34].[Cl-:30].[Cl-:46].[I:13][c:14]1[cH:15][n:16][n:17]([CH2:18][CH:19]([OH:20])[CH2:21][OH:22])[c:23]1[CH3:24].[I:1][c:2]1[c:3]([CH3:12])[n:4][n:5]([CH2:7][CH:8]([CH2:9][OH:10])[OH:11])[cH:6]1.[NH4+:47]>>[c:2]1([B:37]2[O:38][C:39]([CH3:44])([CH3:45])[C:40]([CH3:42])([CH3:43])[O:41]2)[c:3]([CH3:12])[n:4][n:5]([CH2:7][CH:8]([CH2:9][OH:10])[OH:11])[cH:6]1. The reactants are P(=O)(OCCCC)(OCCCC)OCCCC (tributyl phosphate), solution, C(C(O)C)(=O)[O-].[NH4+] (ammonium lactate). The product is C(C(O)C)(=O)[O-].[NH4+] (ammonium lactate), C(C(O)C)(=O)O (lactic acid). As a reaction SMILES: [C:1]([O-:6])(=[O:5])[CH:2]([CH3:4])[OH:3].[NH4+:7].P(OCCCC)(OCCCC)(OCCCC)=O>>[C:1]([O-:6])(=[O:5])[CH:2]([CH3:4])[OH:3].[NH4+:7].[C:1]([OH:6])(=[O:5])[CH:2]([CH3:4])[OH:3] |f:0.1,3.4|. Procedure: The procedure described in Example 1 was followed except that 7.57 g of a 70% solution of ammonium lactate was combined with 50 g tributyl phosphate. The reaction mixture was heated for 0.5 hour at 110–118° C. and a reduced pressure of 4.5–5.5 mm Hg, resulting in a conversion of about 97% from ammonium lactate to lactic acid. Starting materials: CC(=O)SC(C(=O)N1CCCC1C(=O)O)C(F)(F)F, N, O. Yields the product O=C(O)C1CCCN1C(=O)C(S)C(F)(F)F. Reaction SMILES: [C:1](=[O:2])([CH3:3])[S:4][CH:5]([C:6](=[O:7])[N:8]1[CH:9]([C:10](=[O:11])[OH:12])[CH2:13][CH2:14][CH2:15]1)[C:16]([F:17])([F:18])[F:19].[NH3:21].[OH2:20]>>[SH:4][CH:5]([C:6](=[O:7])[N:8]1[CH:9]([C:10](=[O:11])[OH:12])[CH2:13][CH2:14][CH2:15]1)[C:16]([F:17])([F:18])[F:19]. The reactants are NN1CCOCC1 (4-aminomorpholine), C1(=CC=CC=C1)C=1N=C(N(C1C1=CC=CC=C1)C)C(=O)O (4,5-diphenyl-1-methylimidazole-2-carboxylic acid). The product is N1(CCOCC1)NC(=O)C=1N(C(=C(N1)C1=CC=CC=C1)C1=CC=CC=C1)C (N-(Morpholin-4-yl)-4,5-diphenyl-1-methylimidazole-2-carboxamide). RXN SMILES: [NH2:1][N:2]1[CH2:7][CH2:6][O:5][CH2:4][CH2:3]1.[C:8]1([C:14]2[N:15]=[C:16]([C:26](O)=[O:27])[N:17]([CH3:25])[C:18]=2[C:19]2[CH:24]=[CH:23][CH:22]=[CH:21][CH:20]=2)[CH:13]=[CH:12][CH:11]=[CH:10][CH:9]=1>>[N:2]1([NH:1][C:26]([C:16]2[N:17]([CH3:25])[C:18]([C:19]3[CH:24]=[CH:23][CH:22]=[CH:21][CH:20]=3)=[C:14]([C:8]3[CH:13]=[CH:12][CH:11]=[CH:10][CH:9]=3)[N:15]=2)=[O:27])[CH2:7][CH2:6][O:5][CH2:4][CH2:3]1. Reported procedure: Using essentially the same procedure as Example 4, Step B, but using 4-aminomorpholine (0.025 mL), 4,5-diphenyl-1-methylimidazole-2-carboxylic acid (30 mg, 0.10 mmol) from Example 4, Step A was converted to the title compound. The reactants are COC(=O)C(C#N)=Cc1sccc1C, CO, [H][H]. The product is COC(=O)C(C#N)Cc1sccc1C. Reaction SMILES: [C:1](#[N:2])[C:3]([C:4](=[O:5])[O:6][CH3:7])=[CH:8][c:9]1[s:10][cH:11][cH:12][c:13]1[CH3:14].[CH3:17][OH:18].[H:15][H:16]>>[C:1](#[N:2])[CH:3]([C:4](=[O:5])[O:6][CH3:7])[CH2:8][c:9]1[s:10][cH:11][cH:12][c:13]1[CH3:14]. The reactants are [O-]CC.[Na+] (sodium ethoxide), [Na] (sodium), C1(CC1)N1C=C(C(C2=CC(=C(C(=C12)F)N1CCNCC1)F)=O)C(=O)O (1-cyclopropyl-6,8-difluoro-1,4-dihydro-4-oxo-7-(1-piperazinyl)-3-quinolinecarboxylic acid). Run in C(C)O (ethanol). Reaction conditions: time 52 hour. Yields the product C1(CC1)N1C=C(C(C2=CC(=C(C(=C12)OCC)N1CCNCC1)F)=O)C(=O)O (1-cyclopropyl-6-fluoro-1,4-dihydro-8-ethoxy-4-oxo-7-(1-piperazinyl)3-quinolinecarboxylic acid). As a reaction SMILES: [O-:1][CH2:2][CH3:3].[Na+].[Na].[CH:6]1([N:9]2[C:18]3[C:13](=[CH:14][C:15]([F:26])=[C:16]([N:20]4[CH2:25][CH2:24][NH:23][CH2:22][CH2:21]4)[C:17]=3F)[C:12](=[O:27])[C:11]([C:28]([OH:30])=[O:29])=[CH:10]2)[CH2:8][CH2:7]1>C(O)C>[CH:6]1([N:9]2[C:18]3[C:13](=[CH:14][C:15]([F:26])=[C:16]([N:20]4[CH2:21][CH2:22][NH:23][CH2:24][CH2:25]4)[C:17]=3[O:1][CH2:2][CH3:3])[C:12](=[O:27])[C:11]([C:28]([OH:30])=[O:29])=[CH:10]2)[CH2:7][CH2:8]1 |f:0.1,^1:4|. Procedure: To a solution of sodium ethoxide prepare from sodium (0.75 g) and absolute ethanol (30 ml) was added 1-cyclopropyl-6,8-difluoro-1,4-dihydro-4-oxo-7-(1-piperazinyl)-3-quinolinecarboxylic acid (0.8 g) and the mixture in sealed tube was stirred for 52 hours at 140° to 150° C. and then concentrated. Water (60 ml) was added to the residue, and the solution was adjusted pH 7 with acetic acid and and extracted with chloroform. The chloroform layer was washed with saturated saline solution, dried over a... Reactants: BrC1=C(OCC(=O)OC(C)(C)C)C=CC(=C1)CN(S(=O)(=O)C1=CC=C(C=C1)F)C (t-butyl 2-(2-bromo-4-((4-fluoro-N-methylphenylsulfonamido)methyl)phenoxy)acetate), C(#N)C=1C=C(C=CC1)B(O)O (3-cyanobenzeneboronic acid), C([O-])([O-])=O.[K+].[K+] (potassium carbonate), tetrakis(triphenylphoshine)palladium. The solvent is CN(C)C=O (DMF). Run at temperature 90 celsius, time 18 hour. The product is C(#N)C=1C=C(C=CC1)C1=C(OCC(=O)OC(C)(C)C)C=CC(=C1)CN(S(=O)(=O)C1=CC=C(C=C1)F)C (t-butyl 2-(2-(3-cyanophenyl)-4-((4-fluoro-N-methylphenylsulfonamido)methyl)phenoxy)acetate). The yield is 58.8%. RXN SMILES: Br[C:2]1[CH:16]=[C:15]([CH2:17][N:18]([CH3:29])[S:19]([C:22]2[CH:27]=[CH:26][C:25]([F:28])=[CH:24][CH:23]=2)(=[O:21])=[O:20])[CH:14]=[CH:13][C:3]=1[O:4][CH2:5][C:6]([O:8][C:9]([CH3:12])([CH3:11])[CH3:10])=[O:7].[C:30]([C:32]1[CH:33]=[C:34](B(O)O)[CH:35]=[CH:36][CH:37]=1)#[N:31].C(=O)([O-])[O-].[K+].[K+]>CN(C=O)C>[C:30]([C:32]1[CH:37]=[C:36]([C:2]2[CH:16]=[C:15]([CH2:17][N:18]([CH3:29])[S:19]([C:22]3[CH:27]=[CH:26][C:25]([F:28])=[CH:24][CH:23]=3)(=[O:21])=[O:20])[CH:14]=[CH:13][C:3]=2[O:4][CH2:5][C:6]([O:8][C:9]([CH3:12])([CH3:11])[CH3:10])=[O:7])[CH:35]=[CH:34][CH:33]=1)#[N:31] |f:2.3.4|. Procedure details: To a DMF (50 mL) solution of t-butyl 2-(2-bromo-4-((4-fluoro-N-methylphenylsulfonamido)methyl)phenoxy)acetate (3) (1.25 g, 2.6 mmol, 1 eq) was added 3-cyanobenzeneboronic acid (0.57 g, 3.8 mmol, 1.5 eq, Frontier Scientific, Inc., Logan, Utah, USA), potassium carbonate (1 g, 7.7 mmol, 3 eq), and tetrakis(triphenylphoshine)palladium (0.15 g, 0.13 mmol, 0.05 eq). The mixture was stirred at 90° C. for 18 h. After concentration in vacuo, the residue was extracted between EtOAc (100 ml) and brine (100...